From a dataset of the Open Reaction Database (ORD), a public repository of structured organic reaction records. describe an organic reaction: reactants, conditions, products, and yield Reactants: ClC1=NC(=C2N=CN(C2=N1)[C@H]1[C@@H]([C@@H]([C@H](C1)N1N=CC(=C1)CC)O)O)NCC(C1=CC=CC=C1)C1=CC=CC=C1 ((1R,2S,3R,5S)-3-[2-chloro-6-(2,2-diphenyl-ethylamino)-purin-9-yl]-5-(4-ethyl-pyrazol-1-yl)-cyclopentane-1,2-diol), FC(C(=O)O)(F)F.C1(=CC=CC=C1)C(CNC1=C2N=CN(C2=NC(=N1)NCCN1CCCCC1)[C@H]1[C@@H]([C@@H]([C@H](C1)N1N=CC(=C1)CO)O)O)C1=CC=CC=C1 ((1R,2S,3R,5S)-3-[6-(2,2-diphenyl-ethylamino)-2-(2-piperidin-1-yl-ethylamino)-purin-9-yl]-5-(4-hydroxymethyl-pyrazol-1-yl)-cyclopentane-1,2-diol trifluoroacetate), C1(CCC(CC1)N)N (cyclohexane-1,4-diamine). Yields the product FC(C(=O)O)(F)F.NC1CCC(CC1)NC1=NC(=C2N=CN(C2=N1)[C@H]1[C@@H]([C@@H]([C@H](C1)N1N=CC(=C1)CC)O)O)NCC(C1=CC=CC=C1)C1=CC=CC=C1 ((1R,2S,3R,5S)-3-[2-(4-Amino-cyclohexylamino)-6-(2,2-diphenyl-ethylamino)-purin-9-yl]-5-(4-ethyl-pyrazol-1-yl)-cyclopentane-1,2-diol trifluoroacetate). Reaction SMILES: Cl[C:2]1[N:10]=[C:9]2[C:5]([N:6]=[CH:7][N:8]2[C@@H:11]2[CH2:15][C@H:14]([N:16]3[CH:20]=[C:19]([CH2:21][CH3:22])[CH:18]=[N:17]3)[C@@H:13]([OH:23])[C@H:12]2[OH:24])=[C:4]([NH:25][CH2:26][CH:27]([C:34]2[CH:39]=[CH:38][CH:37]=[CH:36][CH:35]=2)[C:28]2[CH:33]=[CH:32][CH:31]=[CH:30][CH:29]=2)[N:3]=1.[F:40][C:41]([F:46])([F:45])[C:42]([OH:44])=[O:43].C1(C(C2C=CC=CC=2)CNC2N=C(NCCN3CCCCC3)N=C3C=2N=CN3[C@@H]2C[C@H](N3C=C(CO)C=N3)[C@@H](O)[C@H]2O)C=CC=CC=1.[CH:94]1([NH2:101])[CH2:99][CH2:98][CH:97]([NH2:100])[CH2:96][CH2:95]1>>[F:40][C:41]([F:46])([F:45])[C:42]([OH:44])=[O:43].[NH2:100][CH:97]1[CH2:98][CH2:99][CH:94]([NH:101][C:2]2[N:10]=[C:9]3[C:5]([N:6]=[CH:7][N:8]3[C@@H:11]3[CH2:15][C@H:14]([N:16]4[CH:20]=[C:19]([CH2:21][CH3:22])[CH:18]=[N:17]4)[C@@H:13]([OH:23])[C@H:12]3[OH:24])=[C:4]([NH:25][CH2:26][CH:27]([C:28]3[CH:33]=[CH:32][CH:31]=[CH:30][CH:29]=3)[C:34]3[CH:35]=[CH:36][CH:37]=[CH:38][CH:39]=3)[N:3]=2)[CH2:95][CH2:96]1 |f:1.2,4.5|. Procedure details: This compound is prepared from (1R,2S,3R,5S)-3-[2-chloro-6-(2,2-diphenyl-ethylamino)-purin-9-yl]-5-(4-ethyl-pyrazol-1-yl)-cyclopentane-1,2-diol (Intermediate BA8) using a procedure analogous to that of (1R,2S,3R,5S)-3-[6-(2,2-diphenyl-ethylamino)-2-(2-piperidin-1-yl-ethylamino)-purin-9-yl]-5-(4-hydroxymethyl-pyrazol-1-yl)-cyclopentane-1,2-diol trifluoroacetate (Example 461 by replacing 1-(2-amino-ethyl)piperidine with cyclohexane-1,4-diamine. MS (ES+) m/e 622.42 (MH+). Starting materials: ClCC=1N=C(OC1)C=CC1=CC=C(C=C1)OC(F)F (4-Chloromethyl-2-[2-(4-difluoromethoxy-phenyl)-vinyl]-oxazole), N1(N=NC=C1)CCCCC1=CC=C(C=C1)O (4-(4-[1,2,3]Triazol-1-yl-butyl)-phenol), [I-].[K+] (potassium iodide), C[O-].[Na+] (sodium methylate). Solvent: CO (methanol). The product is FC(OC1=CC=C(C=C1)C=CC=1OC=C(N1)COC1=CC=C(C=C1)CCCCN1N=NC=C1)F (1-[4-(4-{2-[2-(4-Difluoromethoxy-phenyl)-vinyl]-oxazol-4-ylmethoxy}-phenyl)-butyl]-1H-[1,2,3]triazole). As a reaction SMILES: Cl[CH2:2][C:3]1[N:4]=[C:5]([CH:8]=[CH:9][C:10]2[CH:15]=[CH:14][C:13]([O:16][CH:17]([F:19])[F:18])=[CH:12][CH:11]=2)[O:6][CH:7]=1.[N:20]1([CH2:25][CH2:26][CH2:27][CH2:28][C:29]2[CH:34]=[CH:33][C:32]([OH:35])=[CH:31][CH:30]=2)[CH:24]=[CH:23][N:22]=[N:21]1.[I-].[K+].C[O-].[Na+]>CO>[F:18][CH:17]([F:19])[O:16][C:13]1[CH:14]=[CH:15][C:10]([CH:9]=[CH:8][C:5]2[O:6][CH:7]=[C:3]([CH2:2][O:35][C:32]3[CH:33]=[CH:34][C:29]([CH2:28][CH2:27][CH2:26][CH2:25][N:20]4[CH:24]=[CH:23][N:22]=[N:21]4)=[CH:30][CH:31]=3)[N:4]=2)=[CH:11][CH:12]=1 |f:2.3,4.5|. Reported procedure: 0.286 g (1.00 mmol) 4-Chloromethyl-2-[2-(4-difluoromethoxy-phenyl)-vinyl]-oxazole, 0.217 g 1.00 mmol) 4-(4-[1,2,3]Triazol-1-yl-butyl)-phenol, 0.166 g (1.00 mmol) potassium iodide and 0.191 ml (1.00 mmol) of a 30% sodium methylate solution were added to 50.0 ml methanol and heated to reflux for 12 h. After removal of solvent, partitioning of the residue between 50 ml ethyl acetate and 15 ml water, the organic phase was washed with 10 ml water, 10 ml 0.1 N NaOH, 15 ml water twice and dried over so... The reactants are C(C1=CC=CC=C1)OC=1C=C(C=CC1C)C[C@@H](C(=O)OC)NC([C@H](C)NC(CN1CCOCC1)=O)=O ((S)-Methyl 3-(3-(benzyloxy)-4-methylphenyl)-2-((S)-2-(2-morpholinoacetamido) propanamido)propanoate), [OH-].[Li+].O (lithium hydroxide H2O). The solvent is O.C1CCOC1 (water THF). Product: C(C1=CC=CC=C1)OC=1C=C(C=CC1C)C[C@@H](C(=O)O)NC([C@H](C)NC(CN1CCOCC1)=O)=O ((S)-3-(3-(benzyloxy)-4-methylphenyl)-2-((S)-2-(2-morpholinoacetamido)propanamido)propanoic acid). Reaction SMILES: [CH2:1]([O:8][C:9]1[CH:10]=[C:11]([CH2:16][C@H:17]([NH:22][C:23](=[O:36])[C@@H:24]([NH:26][C:27](=[O:35])[CH2:28][N:29]2[CH2:34][CH2:33][O:32][CH2:31][CH2:30]2)[CH3:25])[C:18]([O:20]C)=[O:19])[CH:12]=[CH:13][C:14]=1[CH3:15])[C:2]1[CH:7]=[CH:6][CH:5]=[CH:4][CH:3]=1.[OH-].[Li+].O>O.C1COCC1>[CH2:1]([O:8][C:9]1[CH:10]=[C:11]([CH2:16][C@H:17]([NH:22][C:23](=[O:36])[C@@H:24]([NH:26][C:27](=[O:35])[CH2:28][N:29]2[CH2:34][CH2:33][O:32][CH2:31][CH2:30]2)[CH3:25])[C:18]([OH:20])=[O:19])[CH:12]=[CH:13][C:14]=1[CH3:15])[C:2]1[CH:3]=[CH:4][CH:5]=[CH:6][CH:7]=1 |f:1.2.3,4.5|. Procedure: (S)-Methyl 3-(3-(benzyloxy)-4-methylphenyl)-2-((S)-2-(2-morpholinoacetamido) propanamido)propanoate (1.2 g, 2.4 mmol) was treated with a solution of lithium hydroxide-H2O (300 mg, 7.2 mmol) in water/THF (10 mL/10 mL) for 30 min. The THF was removed and the aqueous phase was acidified to pH=3-4 with 1 N HCl and then concentrated to dryness to afford (S)-3-(3-(benzyloxy)-4-methylphenyl)-2-((S)-2-(2-morpholinoacetamido)propanamido)propanoic acid, which was used directly without further purification... The reactants are NC1=C(C(=NN1C)O)C1=CC=C(C=C1)C (5-amino-1-methyl-4-(4-methylphenyl)-1H-pyrazol-3-ol), C(C)OCCBr (2-bromoethyl ethyl ether). Product: C(C)OCCOC1=NN(C(=C1C1=CC=C(C=C1)C)N)C (3-(2-ethoxyethoxy)-1-methyl-4-(4-methylphenyl)-1H-pyrazol-5-ylamine). Reaction SMILES: [NH2:1][C:2]1[N:6]([CH3:7])[N:5]=[C:4]([OH:8])[C:3]=1[C:9]1[CH:14]=[CH:13][C:12]([CH3:15])=[CH:11][CH:10]=1.[CH2:16]([O:18][CH2:19][CH2:20]Br)[CH3:17]>>[CH2:16]([O:18][CH2:19][CH2:20][O:8][C:4]1[C:3]([C:9]2[CH:14]=[CH:13][C:12]([CH3:15])=[CH:11][CH:10]=2)=[C:2]([NH2:1])[N:6]([CH3:7])[N:5]=1)[CH3:17]. Procedure: The method of Preparation 37 was used to prepare the title compound from 5-amino-1-methyl-4-(4-methylphenyl)-1H-pyrazol-3-ol (Preparation 3a) and 2-bromoethyl ethyl ether.